From a dataset of the Open Reaction Database (ORD), a public repository of structured organic reaction records. describe an organic reaction: reactants, conditions, products, and yield Reactants: CCCCCC(O)C=CBr, BrC(c1ccccc1)(c1ccccc1)c1ccccc1, c1ccncc1. Product: CCCCCC(C=CBr)OC(c1ccccc1)(c1ccccc1)c1ccccc1. Reaction SMILES: [Br:1][CH:2]=[CH:3][CH:4]([CH2:5][CH2:6][CH2:7][CH2:8][CH3:9])[OH:10].[c:11]1([C:17]([c:18]2[cH:19][cH:20][cH:21][cH:22][cH:23]2)([c:24]2[cH:25][cH:26][cH:27][cH:28][cH:29]2)[Br:30])[cH:12][cH:13][cH:14][cH:15][cH:16]1.[cH:31]1[cH:32][cH:33][n:34][cH:35][cH:36]1>>[Br:1][CH:2]=[CH:3][CH:4]([CH2:5][CH2:6][CH2:7][CH2:8][CH3:9])[O:10][C:17]([c:11]1[cH:12][cH:13][cH:14][cH:15][cH:16]1)([c:18]1[cH:19][cH:20][cH:21][cH:22][cH:23]1)[c:24]1[cH:25][cH:26][cH:27][cH:28][cH:29]1. Starting materials: CC[SiH](CC)CC, COC(=O)C1CCC(C(=O)c2ccccc2F)CC1, O=C(O)C(F)(F)F. The product is COC(=O)C1CCC(Cc2ccccc2F)CC1. RXN SMILES: [CH2:27]([SiH:28]([CH2:29][CH3:30])[CH2:31][CH3:32])[CH3:33].[CH3:1][O:2][C:3](=[O:4])[CH:5]1[CH2:6][CH2:7][CH:8]([C:11]([c:12]2[c:13]([F:18])[cH:14][cH:15][cH:16][cH:17]2)=[O:19])[CH2:9][CH2:10]1.[OH:20][C:21]([C:22]([F:23])([F:24])[F:25])=[O:26]>>[CH3:1][O:2][C:3](=[O:4])[CH:5]1[CH2:6][CH2:7][CH:8]([CH2:11][c:12]2[c:13]([F:18])[cH:14][cH:15][cH:16][cH:17]2)[CH2:9][CH2:10]1. Reactants: O (water), S(=O)([O-])S(=O)[O-].[Na+].[Na+] (sodium hydrosulfite), ice, FC1=CC=C(CCl)C=C1 (4-fluoro benzyl chloride). The solvent is CN(C)C=O (DMF). Run at time 5 hour. Product: FC1=CC=C(CS(=O)(=O)CC2=CC=C(C=C2)F)C=C1 (bis(4-fluoro benzyl) sulfone). The yield is 45.9%. As a reaction SMILES: [S:1](S([O-])=O)([O-:3])=[O:2].[Na+].[Na+].[F:9][C:10]1[CH:17]=[CH:16][C:13]([CH2:14]Cl)=[CH:12][CH:11]=1.O>CN(C=O)C>[F:9][C:10]1[CH:17]=[CH:16][C:13]([CH2:14][S:1]([CH2:14][C:13]2[CH:16]=[CH:17][C:10]([F:9])=[CH:11][CH:12]=2)(=[O:3])=[O:2])=[CH:12][CH:11]=1 |f:0.1.2|. Procedure details: To a well-stirred suspension of 6.95 grams (40 mmol) of sodium hydrosulfite in 100 ml DMF was added 5.10 grams (35.3 mmol) of 4-fluoro benzyl chloride. The mixture was stirred at room temperature for five hours, then brought to 85° C. for 20 hours. The warm mixture was poured into 400 ml ice, and the total volume brought to 700 ml with water. The solid precipitates were isolated to give 2.3 grams (8.1 mmol; 46% yield) of bis(4-fluoro benzyl) sulfone. Recrystallization from toluene gave the pure ... Starting materials: OCC(CCN1C2=NC(=NC=C2N=C1NC(C1=CC=CC=C1)(C1=CC=CC=C1)C1=CC=CC=C1)OC)C(OC)OC(C1=CC=CC=C1)(C1=CC=CC=C1)C1=CC=CC=C1 (9-(3-hydroxymethyl-4-monomethoxytrityloxybut-1-yl)-2-monomethoxytritylaminopurine), C(CCC)(=O)OC(CCC)=O (butyric anhydride), CN(C=O)C (N,N-dimethylformamide), CO (Methanol). The reagents and catalysts are CN(C1=CC=NC=C1)C (4-dimethylaminopyridine). Reaction conditions: time 15 minute. Yields the product NC1=NC=C2N=CN(C2=N1)CCC(COC(CCC)=O)CO (2-amino-9-(4-butyryloxy-3-hydroxymethylbut-1-yl)purine). Reaction SMILES: OCC(C(OC(C1C=CC=CC=1)(C1C=CC=CC=1)C1C=CC=CC=1)OC)CC[N:6]1[C:14]([NH:15]C(C2C=CC=CC=2)(C2C=CC=CC=2)C2C=CC=CC=2)=[N:13][C:12]2C1=NC(OC)=[N:10][CH:11]=2.[C:60]([O:65][C:66](=O)[CH2:67][CH2:68][CH3:69])(=[O:64])[CH2:61][CH2:62][CH3:63].[CH3:71][OH:72].C[N:74]([CH3:77])[CH:75]=O>CN(C)C1C=CN=CC=1>[NH2:15][C:14]1[N:6]=[C:77]2[C:11]([N:10]=[CH:75][N:74]2[CH2:69][CH2:68][CH:67]([CH2:71][OH:72])[CH2:66][O:65][C:60](=[O:64])[CH2:61][CH2:62][CH3:63])=[CH:12][N:13]=1. Procedure details: To a solution of 9-(3-hydroxymethyl-4-monomethoxytrityloxybut-1-yl)-2-monomethoxytritylaminopurine (0.70 g, 0.9 mmol) and 4-dimethylaminopyridine (10 mg) in N,N-dimethylformamide (5 ml) was added butyric anhydride (0.29 ml, 1.8 mmol) and the solution was stirred for 15 minutes. Methanol (1 ml) was added and the solvent was removed. The residue was taken up in 80% acetic acid (9 ml) and the solution was stirred at 70° for 30 minutes. Water (2 ml) was added and the solution was extracted with hexa... The reactants are Cc1nnc(-c2ccc(C(=O)O)cc2)o1, CCN=C=NCCCN(C)C, CCN(C(C)C)C(C)C, Cl, NCC(=O)N1CCC(Oc2ccccc2Cl)CC1, CN(C)C=O, O, On1nnc2ccccc21. The product is Cc1nnc(-c2ccc(C(=O)NCC(=O)N3CCC(Oc4ccccc4Cl)CC3)cc2)o1. As a reaction SMILES: [CH3:10][c:11]1[n:12][n:13][c:14](-[c:16]2[cH:17][cH:18][c:19]([C:20](=[O:21])[OH:22])[cH:23][cH:24]2)[o:15]1.[CH3:35][CH2:36][N:37]=[C:38]=[N:39][CH2:40][CH2:41][CH2:42][N:43]([CH3:44])[CH3:45].[CH:1]([N:2]([CH2:3][CH3:4])[CH:5]([CH3:6])[CH3:7])([CH3:8])[CH3:9].[ClH:46].[NH2:47][CH2:48][C:49](=[O:50])[N:51]1[CH2:52][CH2:53][CH:54]([O:57][c:58]2[c:59]([Cl:64])[cH:60][cH:61][cH:62][cH:63]2)[CH2:55][CH2:56]1.[O:65]=[CH:66][N:67]([CH3:68])[CH3:69].[OH2:70].[OH:25][n:26]1[c:27]2[c:28]([cH:29][cH:30][cH:31][cH:32]2)[n:33][n:34]1>>[CH3:10][c:11]1[n:12][n:13][c:14](-[c:16]2[cH:17][cH:18][c:19]([C:20](=[O:22])[NH:47][CH2:48][C:49](=[O:50])[N:51]3[CH2:52][CH2:53][CH:54]([O:57][c:58]4[c:59]([Cl:64])[cH:60][cH:61][cH:62][cH:63]4)[CH2:55][CH2:56]3)[cH:23][cH:24]2)[o:15]1. The reactants are BrC1=CC(=C(OCC(=O)OCC)C=C1)CO (ethyl [4-bromo-2-(hydroxymethyl)phenoxy]acetate), O=S(Cl)Cl (SOCl2). Run in C(Cl)Cl (CH2Cl2). The product is BrC1=CC(=C(OCC(=O)OCC)C=C1)CCl (Ethyl [4-bromo-2-(chloromethyl)phenoxy]acetate). Yield: 75.1%. As a reaction SMILES: [Br:1][C:2]1[CH:14]=[CH:13][C:5]([O:6][CH2:7][C:8]([O:10][CH2:11][CH3:12])=[O:9])=[C:4]([CH2:15]O)[CH:3]=1.O=S(Cl)[Cl:19]>C(Cl)Cl>[Br:1][C:2]1[CH:14]=[CH:13][C:5]([O:6][CH2:7][C:8]([O:10][CH2:11][CH3:12])=[O:9])=[C:4]([CH2:15][Cl:19])[CH:3]=1. Procedure details: To ethyl [4-bromo-2-(hydroxymethyl)phenoxy]acetate (Example 7, 5.00 g, 17.4 mmol) in 150 mL CH2Cl2 under Ar, was added SOCl2 (4.13 g, 34.7 mmol) dropwise with stirring. The mixture was then heated to reflux for 4 hours, cooled, and the volatiles were removed under reduced pressure. The crude oil was then subjected to flash chromatography (15% EtOAc/hexanes) to provide 4.02 g (76%) of the desired product as a clear oil. 1H-NMR (acetone-d6, δ): 1.25 (t, 3H), 3.50 (ddd, 2H), 4.22 (q, 2H), 5.37 (dd,... The reactants are FC1=CC=C(C=C1)N1N=CC2=CC(=CC=C12)O[C@@H]([C@H](C)N)C1=CC(=CC=C1)OC ((1R,2S)-1-[1-(4-fluorophenyl)-indazol-5-yl]oxy-1-(3-methoxyphenyl)-propan-2-amine), ClC(C(=O)OCC)=O (ethyl 2-chloro-2-oxoacetate). Yields the product C(C)OC(=O)C(N[C@H]([C@@H](C1=CC(=CC=C1)OC)OC=1C=C2C=NN(C2=CC1)C1=CC=C(C=C1)F)C)=O (Ethyl[(1R,2S)-1-[1-(4-fluorophenyl)indazol-5-yl]oxy-1-(3-methoxyphenyl)propan-2-yl]carbamoylformate). As a reaction SMILES: [F:1][C:2]1[CH:7]=[CH:6][C:5]([N:8]2[C:16]3[C:11](=[CH:12][C:13]([O:17][C@H:18]([C:22]4[CH:27]=[CH:26][CH:25]=[C:24]([O:28][CH3:29])[CH:23]=4)[C@@H:19]([NH2:21])[CH3:20])=[CH:14][CH:15]=3)[CH:10]=[N:9]2)=[CH:4][CH:3]=1.Cl[C:31](=[O:37])[C:32]([O:34][CH2:35][CH3:36])=[O:33]>>[CH2:35]([O:34][C:32]([C:31](=[O:37])[NH:21][C@@H:19]([CH3:20])[C@H:18]([O:17][C:13]1[CH:12]=[C:11]2[C:16](=[CH:15][CH:14]=1)[N:8]([C:5]1[CH:4]=[CH:3][C:2]([F:1])=[CH:7][CH:6]=1)[N:9]=[CH:10]2)[C:22]1[CH:27]=[CH:26][CH:25]=[C:24]([O:28][CH3:29])[CH:23]=1)=[O:33])[CH3:36]. Procedure: Prepared as described in Example 1 using (1R,2S)-1-[1-(4-fluorophenyl)-indazol-5-yl]oxy-1-(3-methoxyphenyl)-propan-2-amine (52 mg, 0.13 mmol) and ethyl 2-chloro-2-oxoacetate (0.030 mL, 0.27 mmol). Yield 53 mg (81%). The reactants are N(=[N+]=[N-])CC1=NN2C(N=C(C=C2O)C)=N1 (2-Azidomethyl-5-methyl[1.2.4]-triazolo[1,5-a]-pyrimidin-7-ol), P(=O)(Cl)(Cl)Cl (phosphorus oxychloride). The solvent is N1=CC=CC=C1 (pyridine). Reaction conditions: temperature 50 celsius, time 4.5 hour. Product: N(=[N+]=[N-])CC1=NN2C(N=C(C=C2Cl)C)=N1 (2-azidomethyl-7-chloro-5-methyl[1.2.4]triazolo[1,5-a]pyrimidine). As a reaction SMILES: [N:1]([CH2:4][C:5]1[N:15]=[C:8]2[N:9]=[C:10]([CH3:14])[CH:11]=[C:12](O)[N:7]2[N:6]=1)=[N+:2]=[N-:3].P(Cl)(Cl)([Cl:18])=O>N1C=CC=CC=1>[N:1]([CH2:4][C:5]1[N:15]=[C:8]2[N:9]=[C:10]([CH3:14])[CH:11]=[C:12]([Cl:18])[N:7]2[N:6]=1)=[N+:2]=[N-:3]. Procedure: 2-Azidomethyl-5-methyl[1.2.4]-triazolo[1,5-a]-pyrimidin-7-ol (3.1 g) are suspended in 20 ml of freshly distilled phosphorus oxychloride and 1.1 ml of pyridine and stirred at 50° C. for 4.5 hours. The phosphorus oxychloride is evaporated in a vacuum and the residue is taken up in 40 ml of ethyl acetate and 40 ml of water. The resulting suspension is stirred in an ice bath for 45 minutes. The product is filtered off under suction and dried in a vacuum at 40° C. There are obtained 2.1 g of 2-azidom...